This data is from the Open Reaction Database (ORD), a public repository of structured organic reaction records. The task is: describe an organic reaction: reactants, conditions, products, and yield Reactants: ClCc1nc2ncccc2o1, N#Cc1ccccc1N1CCNCC1. The product is N#Cc1ccccc1N1CCN(Cc2nc3ncccc3o2)CC1. RXN SMILES: [Cl:1][CH2:2][c:3]1[o:4][c:5]2[c:6]([n:7][cH:8][cH:9][cH:10]2)[n:11]1.[N:12]1([c:18]2[c:19]([C:20]#[N:21])[cH:22][cH:23][cH:24][cH:25]2)[CH2:13][CH2:14][NH:15][CH2:16][CH2:17]1>>[CH2:2]([c:3]1[o:4][c:5]2[c:6]([n:7][cH:8][cH:9][cH:10]2)[n:11]1)[N:15]1[CH2:14][CH2:13][N:12]([c:18]2[c:19]([C:20]#[N:21])[cH:22][cH:23][cH:24][cH:25]2)[CH2:17][CH2:16]1. Reactants: CNCCO, COC(=O)C(C)Oc1cccc2ncnc(Nc3ccc4c(cnn4Cc4nccs4)c3)c12. Yields the product CC(Oc1cccc2ncnc(Nc3ccc4c(cnn4Cc4nccs4)c3)c12)C(=O)N(C)CCO. RXN SMILES: [CH3:34][NH:35][CH2:36][CH2:37][OH:38].[s:1]1[c:2]([CH2:6][n:7]2[n:8][cH:9][c:10]3[cH:11][c:12]([NH:16][c:17]4[n:18][cH:19][n:20][c:21]5[cH:22][cH:23][cH:24][c:25]([O:27][CH:28]([C:29](=[O:30])[O:31][CH3:32])[CH3:33])[c:26]45)[cH:13][cH:14][c:15]23)[n:3][cH:4][cH:5]1>>[s:1]1[c:2]([CH2:6][n:7]2[n:8][cH:9][c:10]3[cH:11][c:12]([NH:16][c:17]4[n:18][cH:19][n:20][c:21]5[cH:22][cH:23][cH:24][c:25]([O:27][CH:28]([C:29](=[O:30])[N:35]([CH3:34])[CH2:36][CH2:37][OH:38])[CH3:33])[c:26]45)[cH:13][cH:14][c:15]23)[n:3][cH:4][cH:5]1. Reactants: C(C1=CC=CC=C1)OC(=O)N(CC(=O)NC1CN(C1)C(=O)OC(C)(C)C)C1=CC=NC2=CC=C(C=C12)C(F)(F)F (tert-butyl 3-(2-(((benzyloxy)carbonyl)(6-(trifluoromethyl)quinolin-4-yl)amino)acetamido)azetidine-1-carboxylate). Reagents/catalysts: [Pd] (Palladium on Carbon). The solvent is CO (methanol). Run at time 8 hour. The product is FC(C=1C=C2C(=CC=NC2=CC1)NCC(=O)NC1CN(C1)C(=O)OC(C)(C)C)(F)F (tert-butyl 3-(2-((6-(trifluoromethyl)quinolin-4-yl)amino)acetamido)azetidine-1-carboxylate). RXN SMILES: C(OC([N:11]([C:27]1[C:36]2[C:31](=[CH:32][CH:33]=[C:34]([C:37]([F:40])([F:39])[F:38])[CH:35]=2)[N:30]=[CH:29][CH:28]=1)[CH2:12][C:13]([NH:15][CH:16]1[CH2:19][N:18]([C:20]([O:22][C:23]([CH3:26])([CH3:25])[CH3:24])=[O:21])[CH2:17]1)=[O:14])=O)C1C=CC=CC=1>[Pd].CO>[F:40][C:37]([F:38])([F:39])[C:34]1[CH:35]=[C:36]2[C:31](=[CH:32][CH:33]=1)[N:30]=[CH:29][CH:28]=[C:27]2[NH:11][CH2:12][C:13]([NH:15][CH:16]1[CH2:19][N:18]([C:20]([O:22][C:23]([CH3:24])([CH3:25])[CH3:26])=[O:21])[CH2:17]1)=[O:14]. Procedure details: To flask containing tert-butyl 3-(2-(((benzyloxy)carbonyl)(6-(trifluoromethyl)quinolin-4-yl)amino)acetamido)azetidine-1-carboxylate (306 mg, 0.309 mmol), prepared in Step G, and Palladium on Carbon (98 mg, 0.092 mmol, 5%, “Degussa, wet”) was carefully added methanol (40 mL). The reaction flask was evacuated, backfilled with hydrogen via balloon and stirred at room temperature overnight. The catalyst was removed by filtration and the filtrate concentrated in vacuo to afford the product. Reaction SMILES: [NH2:1][C:2]1[C:3](=[O:12])[N:4]([CH3:11])[C:5](=[O:10])[N:6]([CH3:9])[C:7]=1[NH2:8].[CH3:13][O:14][C:15]1[C:25]([CH3:26])=[CH:24][C:18]([CH:19]=[CH:20][C:21](O)=O)=[C:17]([CH3:27])[CH:16]=1>>[CH3:13][O:14][C:15]1[C:25]([CH3:26])=[CH:24][C:18](/[CH:19]=[CH:20]/[C:21]2[NH:1][C:2]3[C:3](=[O:12])[N:4]([CH3:11])[C:5](=[O:10])[N:6]([CH3:9])[C:7]=3[N:8]=2)=[C:17]([CH3:27])[CH:16]=1. Isolated yield 19.6%. Procedure details: Substantially the same procedure as in Reference Example 70 was repeated using 1.0 g (5.88 mmol) of 5,6-diamino-1,3-dimethyluracil and 1.33 g (6.45 mmol) of 4-methoxy-2,5-dimethylcinnamic acid. Then, the resultant crude crystals were recrystallized from dimethylformamide to give 393 mg (yield 20%) of Compound 101 as pale yellow grains. Yields the product COC1=CC(=C(/C=C/C2=NC=3N(C(N(C)C(C3N2)=O)=O)C)C=C1C)C ((E)-8-(4-Methoxy-2,5-dimethylstyryl)theophylline). The reactants are NC=1C(N(C(N(C1N)C)=O)C)=O (5,6-diamino-1,3-dimethyluracil), COC1=CC(=C(C=CC(=O)O)C=C1C)C (4-methoxy-2,5-dimethylcinnamic acid). The reactants are [H-].[Na+] (sodium hydride), CI (methyl iodide), C(=O)OC (methyl formate), FC1=CC=C(C=C1)CC(=O)OC (methyl 4-fluorophenylacetate). Reagents/catalysts: CO (methanol). Solvent: O1CCCC1 (tetrahydrofuran), O (water), CN(C=O)C (dimethylformamide). Run at time 18 hour. Yields the product COC=C(C(=O)OC)C1=CC=C(C=C1)F (3-Methoxy-2-(4-fluorophenyl)-propenoic acid, methyl ester). Reaction SMILES: [H-].[Na+].[CH:3]([O:5][CH3:6])=[O:4].[F:7][C:8]1[CH:13]=[CH:12][C:11]([CH2:14][C:15]([O:17][CH3:18])=O)=[CH:10][CH:9]=1.CI>O1CCCC1.CO.CN(C)C=O.O>[CH3:18][O:17][CH:15]=[C:14]([C:11]1[CH:12]=[CH:13][C:8]([F:7])=[CH:9][CH:10]=1)[C:3]([O:5][CH3:6])=[O:4] |f:0.1|. Procedure: Suspend sodium hydride (3.4 g, 142 mmol) in anhydrous tetrahydrofuran (100 mL). Cool in an ice/water bath. Add methyl formate (8.8 mL, 142 mmol), methanol (1 drop), and methyl 4-fluorophenylacetate. Warm slowly to ambient temperature. After 18 hours, concentrate in vacuo to give a residue. Dissolve the residue in dimethylformamide and cool in an ice/water bath. Add methyl iodide (8.0 mL, 130 mmol). Warm slowly to ambient temperature. After 3.5 hours, pour the reaction mixture into water and extr... The solvent is CN(C=O)C (dimethylformamide), CN(C=O)C (dimethylformamide). Product: C(#N)C1=CC=C(OC(C(=O)OCC)(C)C)C=C1 (ethyl 2-(4-cyanophenoxy)-2-methylpropionate). Reported procedure: 23.8 g of 4-cyanophenol in 150 ml of dimethylformamide were added dropwise to a stirred suspension of 6 g of 80% sodium hydride in 100 ml of dimethylformamide and the mixture was then stirred for a further 1 hour. 39 g of ethyl bromoisobutyrate were added dropwise and the mixture was heated to 100° C. for 76 hours. The solvents were removed by evaporation and the residue was partitioned between diethyl ether and water. The organic phase was washed in succession with 2M sodium hydroxide solution ... The reactants are BrC(C(=O)OCC)(C)C (ethyl bromoisobutyrate), C(#N)C1=CC=C(C=C1)O (4-cyanophenol), [H-].[Na+] (sodium hydride). Run at temperature 100 celsius, time 1 hour. RXN SMILES: [C:1]([C:3]1[CH:8]=[CH:7][C:6]([OH:9])=[CH:5][CH:4]=1)#[N:2].[H-].[Na+].Br[C:13]([CH3:20])([CH3:19])[C:14]([O:16][CH2:17][CH3:18])=[O:15]>CN(C)C=O>[C:1]([C:3]1[CH:8]=[CH:7][C:6]([O:9][C:13]([CH3:20])([CH3:19])[C:14]([O:16][CH2:17][CH3:18])=[O:15])=[CH:5][CH:4]=1)#[N:2] |f:1.2|. Isolated yield 20.2%. The reactants are CC(C)(CC(=O)O)c1ccccc1, O=S(=O)(O)O. Yields the product CC1(C)CC(=O)c2ccccc21. Reaction SMILES: [CH3:1][C:2]([CH2:3][C:4](=[O:5])[OH:6])([CH3:7])[c:8]1[cH:9][cH:10][cH:11][cH:12][cH:13]1.[S:14](=[O:15])(=[O:16])([OH:17])[OH:18]>>[CH3:1][C:2]1([CH3:7])[CH2:3][C:4](=[O:6])[c:13]2[c:8]1[cH:9][cH:10][cH:11][cH:12]2.